From a dataset of the Open Reaction Database (ORD), a public repository of structured organic reaction records. describe an organic reaction: reactants, conditions, products, and yield The reactants are FC(=CC1=CC=C(C=O)C=C1)F (4-(2,2-difluorovinyl)benzaldehyde), [Cl-].[NH4+] (ammonium chloride), C(C1=CC=CC=C1)OC1=C(C=CC=C1)Br (2-benzyloxybromobenzene), CCCCCC.C(CCC)[Li] (n-butyllithium hexane). Solvent: C1CCOC1 (THF), O (water), C1CCOC1 (THF). Run at time 25 minute. Product: C(C1=CC=CC=C1)OC1=C(C=CC=C1)C(O)C1=CC=C(C=C1)C=C(F)F ((2-Benzyloxyphenyl)-[4-(2,2-difluoro-vinyl)phenyl]methanol). Isolated yield 81.0%. Reaction SMILES: [CH2:1]([O:8][C:9]1[CH:14]=[CH:13][CH:12]=[CH:11][C:10]=1Br)[C:2]1[CH:7]=[CH:6][CH:5]=[CH:4][CH:3]=1.CCCCCC.C([Li])CCC.[F:27][C:28]([F:38])=[CH:29][C:30]1[CH:37]=[CH:36][C:33]([CH:34]=[O:35])=[CH:32][CH:31]=1.[Cl-].[NH4+]>C1COCC1.O>[CH2:1]([O:8][C:9]1[CH:14]=[CH:13][CH:12]=[CH:11][C:10]=1[CH:34]([C:33]1[CH:32]=[CH:31][C:30]([CH:29]=[C:28]([F:27])[F:38])=[CH:37][CH:36]=1)[OH:35])[C:2]1[CH:7]=[CH:6][CH:5]=[CH:4][CH:3]=1 |f:1.2,4.5|. Reported procedure: In a nitrogen stream, a solution of 2-benzyloxybromobenzene (1.63 g, 6.18 mmol) in THF (4 mL) was cooled to −78° C., and an n-butyllithium hexane solution (2.44 M, 2.66 mL) was added dropwise thereto. The reaction mixture was stirred at the same temperature for 25 minutes, and then a solution of 4-(2,2-difluorovinyl)benzaldehyde previously prepared in THF (1 mL) was added dropwise thereto. The reaction mixture was stirred at the same temperature for 1.25 hours, and then a saturated ammonium chlo... Starting materials: CS(=O)(=O)N1CCC(N)CC1, CN1CCOCC1, CN(C)c1ccncc1, C=C(CC)C1N(CC(=O)F)C(=O)CC(c2cccc(Cl)c2)C12C(=O)Nc1cc(Cl)ccc12, O=C(O)C(F)(F)F, C1CCOC1. The product is C=C(CC)C1N(CC(=O)NC2CCN(S(C)(=O)=O)CC2)C(=O)CC(c2cccc(Cl)c2)C12C(=O)Nc1cc(Cl)ccc12. RXN SMILES: [CH3:40][S:41](=[O:42])(=[O:43])[N:44]1[CH2:45][CH2:46][CH:47]([NH2:50])[CH2:48][CH2:49]1.[CH3:51][N:52]1[CH2:53][CH2:54][O:55][CH2:56][CH2:57]1.[CH3:58][N:59]([CH3:60])[c:61]1[cH:62][cH:63][n:64][cH:65][cH:66]1.[Cl:1][c:2]1[cH:3][cH:4][c:5]2[c:9]([cH:10]1)[NH:8][C:7](=[O:11])[C:6]21[CH:12]([C:29]([CH2:30][CH3:31])=[CH2:32])[N:13]([CH2:25][C:26](=[O:27])[F:28])[C:14](=[O:24])[CH2:15][CH:16]1[c:17]1[cH:18][c:19]([Cl:23])[cH:20][cH:21][cH:22]1.[F:33][C:34]([F:35])([F:36])[C:37]([OH:38])=[O:39].[O:67]1[CH2:68][CH2:69][CH2:70][CH2:71]1>>[Cl:1][c:2]1[cH:3][cH:4][c:5]2[c:9]([cH:10]1)[NH:8][C:7](=[O:11])[C:6]21[CH:12]([C:29]([CH2:30][CH3:31])=[CH2:32])[N:13]([CH2:25][C:26](=[O:27])[NH:50][CH:47]2[CH2:46][CH2:45][N:44]([S:41]([CH3:40])(=[O:42])=[O:43])[CH2:49][CH2:48]2)[C:14](=[O:24])[CH2:15][CH:16]1[c:17]1[cH:18][c:19]([Cl:23])[cH:20][cH:21][cH:22]1. Reactants: C=O, CC#N, CC(=O)O, CNC, COC(=O)c1cccn2cc(C)nc12. The product is COC(=O)c1cccn2c(CN(C)C)c(C)nc12. Reaction SMILES: [CH2:4]=[O:5].[CH3:1][C:2]#[N:3].[CH3:23][C:24](=[O:25])[OH:26].[CH3:6][NH:7][CH3:8].[CH3:9][c:10]1[n:11][c:12]2[n:13]([cH:14][cH:15][cH:16][c:17]2[C:18](=[O:19])[O:20][CH3:21])[cH:22]1>>[CH2:1]([N:7]([CH3:6])[CH3:8])[c:22]1[c:10]([CH3:9])[n:11][c:12]2[n:13]1[cH:14][cH:15][cH:16][c:17]2[C:18](=[O:19])[O:20][CH3:21]. Reactants: C(C(C)O)O.C(C)O (1,2-propanediol ethanol), C(CCCCCCC\C=C/CCCCCCCC)(=O)OCC(O)CO (glyceryl monooleate), C(C)(=O)OC=1C(C(=O)O)=CC=CC1 (acetylsalicylic acid), C(C(C)O)O (1,2-propanediol), CCCCCCCC/C=C\CCCCCCCC(=O)OCC(CO)O (monoolein), C(C)(=O)OC=1C(C(=O)O)=CC=CC1 (acetylsalicylic acid). The solvent is C(C)O (ethanol). Product: C(CCO)O (1,3-propanediol), C(C(CC)O)O (1,2-butanediol), C(CC(C)O)O (1,3-butanediol), C(CCCO)O (1,4-butanediol). RXN SMILES: [C:1]([O:4][C:5]1[C:6](=CC=C[CH:13]=1)[C:7](O)=[O:8])(=[O:3])C.[CH2:14]([OH:18])[CH:15]([OH:17])[CH3:16].CCCCCCCC/C=C\CCCC[CH2:33][CH2:34][CH2:35][C:36]([O:38]CC(O)CO)=O.C(O)C(O)C.C(O)C>C(O)C>[CH2:7]([OH:8])[CH2:6][CH2:5][OH:4].[CH2:14]([OH:18])[CH:15]([OH:17])[CH2:16][CH3:1].[CH2:7]([OH:8])[CH2:6][CH:5]([OH:4])[CH3:13].[CH2:36]([OH:38])[CH2:35][CH2:34][CH2:33][OH:3] |f:3.4|. Procedure details: Anti-inflammatory compositions of the type described hereinabove containing acetylsalicylic acid, 1,2-propanediol, ethanol and monoolein are tested in the foregoing manner. In a typical test procedure, a composition comprising 3% by weight acetylsalicylic acid in a 1:1 (wt.) 1,2-propanediol/ethanol base containing 1% glyceryl monooleate gives an excellent blanching grade of about 3 about 2 hours post-application. Replacement of the 1,2-propanediol in the above composition with 1,3-propanediol, 1...